From a dataset of the Open Reaction Database (ORD), a public repository of structured organic reaction records. describe an organic reaction: reactants, conditions, products, and yield The reactants are CC1(C)OB(c2cccnc2)OC1(C)C, CC(=O)[O-], CS(=O)(=O)Nc1cc(-c2ccc3nccc(Cl)c3c2)cnc1Cl, [K+], O. The product is CS(=O)(=O)Nc1cc(-c2ccc3nccc(-c4cccnc4)c3c2)cnc1Cl. RXN SMILES: [CH3:24][C:25]1([CH3:26])[C:27]([CH3:28])([CH3:29])[O:30][B:31]([c:32]2[cH:33][n:34][cH:35][cH:36][cH:37]2)[O:38]1.[CH3:40][C:41](=[O:42])[O-:43].[Cl:1][c:2]1[n:3][cH:4][c:5](-[c:13]2[cH:14][c:15]3[c:16]([Cl:23])[cH:17][cH:18][n:19][c:20]3[cH:21][cH:22]2)[cH:6][c:7]1[NH:8][S:9](=[O:10])(=[O:11])[CH3:12].[K+:39].[OH2:44]>>[Cl:1][c:2]1[n:3][cH:4][c:5](-[c:13]2[cH:14][c:15]3[c:16](-[c:32]4[cH:33][n:34][cH:35][cH:36][cH:37]4)[cH:17][cH:18][n:19][c:20]3[cH:21][cH:22]2)[cH:6][c:7]1[NH:8][S:9](=[O:10])(=[O:11])[CH3:12]. Starting materials: O=C1CCC(=O)N1Br, C=C(OCC)c1c(C)c(C#N)c2nc(C(=O)N(C)C)oc2c1F, C1CCOC1, O. Yields the product Cc1c(C(=O)CBr)c(F)c2oc(C(=O)N(C)C)nc2c1C#N. RXN SMILES: [Br:1][N:2]1[C:3](=[O:4])[CH2:5][CH2:6][C:7]1=[O:8].[C:9](#[N:10])[c:11]1[c:12]([CH3:31])[c:13]([C:26](=[CH2:27])[O:28][CH2:29][CH3:30])[c:14]([F:25])[c:15]2[c:16]1[n:17][c:18]([C:20](=[O:21])[N:22]([CH3:23])[CH3:24])[o:19]2.[O:33]1[CH2:34][CH2:35][CH2:36][CH2:37]1.[OH2:32]>>[Br:1][CH2:28][C:26]([c:13]1[c:12]([CH3:31])[c:11]([C:9]#[N:10])[c:16]2[c:15]([c:14]1[F:25])[o:19][c:18]([C:20](=[O:21])[N:22]([CH3:23])[CH3:24])[n:17]2)=[O:27]. Yields the product NCC=1N(C(=C(N1)C(C)C)C(C1=CC=CC=C1)C1=CC(=CC(=C1)Cl)Cl)C (2-aminomethyl-5-(3,5-dichlorophenylbenzyl)-4-isopropyl-1-methyl-1H-imidazole). The reagents and catalysts are [C].[Pd] (palladium carbon). Solvent: C(C)O (ethanol). The reactants are N(=[N+]=[N-])CC=1N(C(=C(N1)C(C)C)CC1=CC(=CC(=C1)Cl)Cl)C (2-azidomethyl-5-(3,5-dichlorobenzyl)-4-isopropyl-1-methyl-1H-imidazole), [H][H] (hydrogen). The yield is 110.0%. Run at time 4 hour. As a reaction SMILES: [N:1]([CH2:4][C:5]1[N:6]([CH3:22])[C:7]([CH2:13][C:14]2[CH:19]=[C:18]([Cl:20])[CH:17]=[C:16]([Cl:21])[CH:15]=2)=[C:8]([CH:10]([CH3:12])[CH3:11])[N:9]=1)=[N+]=[N-].[H][H]>C(O)C.[C].[Pd]>[NH2:1][CH2:4][C:5]1[N:6]([CH3:22])[C:7]([CH:13]([C:14]2[CH:19]=[C:18]([Cl:20])[CH:17]=[C:16]([Cl:21])[CH:15]=2)[C:14]2[CH:19]=[CH:18][CH:17]=[CH:16][CH:15]=2)=[C:8]([CH:10]([CH3:12])[CH3:11])[N:9]=1 |f:3.4|. Procedure: In 8 ml of ethanol was dissolved 150 mg (0.44 mmol)of 2-azidomethyl-5-(3,5-dichlorobenzyl)-4-isopropyl-1-methyl-1H-imidazole (60), and 50 mg of 10% palladium carbon was added at -20° C. The mixture was stirred at room temperature under a stream of hydrogen. After 4 hours, the reaction mixture was filtered through Celite, and the filtrate was concentrated to give 94 mg of Compound I-101 (yield 68%). The reactants are CCCCCCCNC(=O)N(C)c1cccc(-c2ccc(CC(Nc3ccccc3C(=O)c3ccccc3)C(=O)O)cc2)c1, CCCCCCCNC(=O)N(C)c1cccc(-c2ccc(CC(Nc3ccccc3C(=O)c3ccccc3)C(=O)N3CCOCC3)cc2)c1, c1ccc(CNCc2ccccc2)cc1. Product: CCCCCCCNC(=O)N(C)c1cccc(-c2ccc(CC(Nc3ccccc3C(=O)c3ccccc3)C(=O)N(Cc3ccccc3)Cc3ccccc3)cc2)c1. RXN SMILES: [C:1]([c:2]1[cH:3][cH:4][cH:5][cH:6][cH:7]1)(=[O:8])[c:9]1[c:10]([NH:15][CH:16]([C:17](=[O:18])[OH:19])[CH2:20][c:21]2[cH:22][cH:23][c:24](-[c:27]3[cH:28][c:29]([N:33]([C:34](=[O:35])[NH:36][CH2:37][CH2:38][CH2:39][CH2:40][CH2:41][CH2:42][CH3:43])[CH3:44])[cH:30][cH:31][cH:32]3)[cH:25][cH:26]2)[cH:11][cH:12][cH:13][cH:14]1.[C:60]([c:61]1[cH:62][cH:63][cH:64][cH:65][c:66]1[NH:67][CH:68]([C:69]([N:70]1[CH2:71][CH2:72][O:73][CH2:74][CH2:75]1)=[O:76])[CH2:77][c:78]1[cH:79][cH:80][c:81](-[c:82]2[cH:83][cH:84][cH:85][c:86]([N:87]([CH3:88])[C:89]([NH:90][CH2:91][CH2:92][CH2:93][CH2:94][CH2:95][CH2:96][CH3:97])=[O:98])[cH:99]2)[cH:100][cH:101]1)(=[O:102])[c:103]1[cH:104][cH:105][cH:106][cH:107][cH:108]1.[CH2:45]([c:46]1[cH:47][cH:48][cH:49][cH:50][cH:51]1)[NH:52][CH2:53][c:54]1[cH:55][cH:56][cH:57][cH:58][cH:59]1>>[C:1]([c:2]1[cH:3][cH:4][cH:5][cH:6][cH:7]1)(=[O:8])[c:9]1[c:10]([NH:15][CH:16]([C:17](=[O:18])[N:52]([CH2:45][c:46]2[cH:47][cH:48][cH:49][cH:50][cH:51]2)[CH2:53][c:54]2[cH:55][cH:56][cH:57][cH:58][cH:59]2)[CH2:20][c:21]2[cH:22][cH:23][c:24](-[c:27]3[cH:28][c:29]([N:33]([C:34](=[O:35])[NH:36][CH2:37][CH2:38][CH2:39][CH2:40][CH2:41][CH2:42][CH3:43])[CH3:44])[cH:30][cH:31][cH:32]3)[cH:25][cH:26]2)[cH:11][cH:12][cH:13][cH:14]1. The reactants are Cc1nc2sc(C)c(C)n2c(=O)c1CCBr, Br, C[O-], CC(=O)CC(C)C, Cl, O=C(c1ccc(F)cc1)C1CCNCC1, [Na+], [Na+], [Na+], O=C([O-])[O-]. The product is Cc1nc2sc(C)c(C)n2c(=O)c1CCN1CCC(C(=O)c2ccc(F)cc2)CC1. RXN SMILES: [Br:2][CH2:3][CH2:4][c:5]1[c:6]([CH3:17])[n:7][c:8]2[n:9]([c:10]1=[O:11])[c:12]([CH3:16])[c:13]([CH3:15])[s:14]2.[BrH:1].[CH3:40][O-:41].[CH3:43][CH:44]([CH3:45])[CH2:46][C:47](=[O:48])[CH3:49].[ClH:18].[F:19][c:20]1[cH:21][cH:22][c:23]([C:26](=[O:27])[CH:28]2[CH2:29][CH2:30][NH:31][CH2:32][CH2:33]2)[cH:24][cH:25]1.[Na+:34].[Na+:35].[Na+:42].[O-:36][C:37](=[O:38])[O-:39]>>[CH2:3]([CH2:4][c:5]1[c:6]([CH3:17])[n:7][c:8]2[n:9]([c:10]1=[O:11])[c:12]([CH3:16])[c:13]([CH3:15])[s:14]2)[N:31]1[CH2:30][CH2:29][CH:28]([C:26]([c:23]2[cH:22][cH:21][c:20]([F:19])[cH:25][cH:24]2)=[O:27])[CH2:33][CH2:32]1. Reactants: NC1CCCCCCCCCCC1, COC(=O)c1cc(Cl)ccc1NC(=O)COCC(=O)O. Reaction SMILES: [CH:1]1([NH2:13])[CH2:2][CH2:3][CH2:4][CH2:5][CH2:6][CH2:7][CH2:8][CH2:9][CH2:10][CH2:11][CH2:12]1.[Cl:14][c:15]1[cH:16][c:17]([C:30](=[O:31])[O:32][CH3:33])[c:18]([NH:21][C:22]([CH2:23][O:24][CH2:25][C:26](=[O:27])[OH:28])=[O:29])[cH:19][cH:20]1>>[CH:1]1([NH:13][C:26]([CH2:25][O:24][CH2:23][C:22]([NH:21][c:18]2[c:17]([C:30](=[O:31])[O:32][CH3:33])[cH:16][c:15]([Cl:14])[cH:20][cH:19]2)=[O:29])=[O:27])[CH2:2][CH2:3][CH2:4][CH2:5][CH2:6][CH2:7][CH2:8][CH2:9][CH2:10][CH2:11][CH2:12]1. Product: COC(=O)c1cc(Cl)ccc1NC(=O)COCC(=O)NC1CCCCCCCCCCC1. Starting materials: CS(C)=O, Cl, [Li+], COC(=O)c1ccc(OCCN2CCOCC2)cc1, [OH-]. Reaction SMILES: [CH3:23][S:24]([CH3:25])=[O:26].[ClH:22].[Li+:1].[O:3]1[CH2:4][CH2:5][N:6]([CH2:9][CH2:10][O:11][c:12]2[cH:13][cH:14][c:15]([C:16](=[O:17])[O:18][CH3:19])[cH:20][cH:21]2)[CH2:7][CH2:8]1.[OH-:2]>>[O:3]1[CH2:4][CH2:5][N:6]([CH2:9][CH2:10][O:11][c:12]2[cH:13][cH:14][c:15]([C:16](=[O:17])[OH:18])[cH:20][cH:21]2)[CH2:7][CH2:8]1. Product: O=C(O)c1ccc(OCCN2CCOCC2)cc1. The reactants are C(C1=CC=CC=C1)NC(=O)C=1N(C=C(C1)NC1=C2C3=C(C(NC2=NC=C1)=O)C=CC=C3)C (N-Benzyl-1-methyl-4-(6-oxo-5,6-dihydrobenzo[c][1,8]naphthyridin-1-ylamino)-1H-pyrrole-2-carboxamide), FC(C1=C(CN)C=CC=C1)(F)F (2-trifluoromethyl-benzylamine). Product: CN1C(=CC(=C1)NC1=C2C3=C(C(NC2=NC=C1)=O)C=CC=C3)C(=O)NCC3=C(C=CC=C3)C(F)(F)F (1-Methyl-4-(6-oxo-5,6-dihydrobenzo[c][1,8]naphthyridin-1-ylamino)-N-(2-(trifluoromethyl)benzyl)-1H-pyrrole-2-carboxamide). As a reaction SMILES: [CH2:1]([NH:8][C:9]([C:11]1[N:12]([CH3:32])[CH:13]=[C:14]([NH:16][C:17]2[CH:26]=[CH:25][N:24]=[C:23]3[C:18]=2[C:19]2[CH:31]=[CH:30][CH:29]=[CH:28][C:20]=2[C:21](=[O:27])[NH:22]3)[CH:15]=1)=[O:10])[C:2]1[CH:7]=[CH:6][CH:5]=[CH:4][CH:3]=1.[F:33][C:34]([F:44])([F:43])C1C=CC=CC=1CN>>[CH3:32][N:12]1[CH:13]=[C:14]([NH:16][C:17]2[CH:26]=[CH:25][N:24]=[C:23]3[C:18]=2[C:19]2[CH:31]=[CH:30][CH:29]=[CH:28][C:20]=2[C:21](=[O:27])[NH:22]3)[CH:15]=[C:11]1[C:9]([NH:8][CH2:1][C:2]1[CH:3]=[CH:4][CH:5]=[CH:6][C:7]=1[C:34]([F:44])([F:43])[F:33])=[O:10]. Reported procedure: The title compound was synthesized according to the procedure described for the preparation of Example 300 using the carboxylic acid intermediate from example 310 and 2-trifluoromethyl-benzylamine to provide 311. LC-MS (M+H=492, obsd.=492). Reactants: ( 6 ), C1(=CC=CC=C1)S(=O)(=O)N1C(=CC2=CC=C(C=C12)OC)[Sn](CCCC)(CCCC)CCCC (1-benzenesulfonyl-6-methoxy-2-tributylstannyl-1H-indole), BrC1=C(C=C(C=C1)OC)[N+](=O)[O-] (4-bromo-3-nitroanisole). The reagents and catalysts are C=1C=CC(=CC1)[P](C=2C=CC=CC2)(C=3C=CC=CC3)[Pd]([P](C=4C=CC=CC4)(C=5C=CC=CC5)C=6C=CC=CC6)([P](C=7C=CC=CC7)(C=8C=CC=CC8)C=9C=CC=CC9)[P](C=1C=CC=CC1)(C=1C=CC=CC1)C=1C=CC=CC1 (tetrakis(triphenylphosphine)palladium(0)), [Cu]I (copper(I) iodide). Solvent: C1(=CC=CC=C1)C (toluene). Conditions: temperature 100 celsius, time 1 hour. The product is C1(=CC=CC=C1)S(=O)(=O)N1C(=CC2=CC=C(C=C12)OC)C1=C(C=C(C=C1)OC)[N+](=O)[O-] (1-Benzenesulfonyl-6-methoxy-2-(4-methoxy-2-nitrophenyl)-1H-indole). Yield: 56.4%. Reaction SMILES: [C:1]1([S:7]([N:10]2[C:18]3[C:13](=[CH:14][CH:15]=[C:16]([O:19][CH3:20])[CH:17]=3)[CH:12]=[C:11]2[Sn](CCCC)(CCCC)CCCC)(=[O:9])=[O:8])[CH:6]=[CH:5][CH:4]=[CH:3][CH:2]=1.Br[C:35]1[CH:40]=[CH:39][C:38]([O:41][CH3:42])=[CH:37][C:36]=1[N+:43]([O-:45])=[O:44]>C1C=CC([P]([Pd]([P](C2C=CC=CC=2)(C2C=CC=CC=2)C2C=CC=CC=2)([P](C2C=CC=CC=2)(C2C=CC=CC=2)C2C=CC=CC=2)[P](C2C=CC=CC=2)(C2C=CC=CC=2)C2C=CC=CC=2)(C2C=CC=CC=2)C2C=CC=CC=2)=CC=1.[Cu]I.C1(C)C=CC=CC=1>[C:1]1([S:7]([N:10]2[C:18]3[C:13](=[CH:14][CH:15]=[C:16]([O:19][CH3:20])[CH:17]=3)[CH:12]=[C:11]2[C:35]2[CH:40]=[CH:39][C:38]([O:41][CH3:42])=[CH:37][C:36]=2[N+:43]([O-:45])=[O:44])(=[O:9])=[O:8])[CH:6]=[CH:5][CH:4]=[CH:3][CH:2]=1 |^1:49,51,70,89|. Procedure details: The title compound was synthesized by referring to Tetrahedron, 1994, 50 (6), 1899. A mixture of 1-benzenesulfonyl-6-methoxy-2-tributylstannyl-1H-indole (12.1 g), 4-bromo-3-nitroanisole (4.6 g), tetrakis(triphenylphosphine)palladium(0) (1.1 g), copper(I) iodide (760 mg) and toluene (90 ml) was stirred for 1 hour at 100° C. The reaction mixture was cooled to room temperature, NH silica gel (20 g) was added thereto, the solution was concentrated in vacuo, and the resulting residue was purified by ... The reactants are COC=1C=C(C=C(C1OC)[N+](=O)[O-])C(CCC(=O)C1=CC(=C(C(=C1)OC)OC)OC)=O (1-(3,4-Dimethoxy-5-nitrophenyl)-4-(3,4,5-trimethoxyphenyl)-1,4-butanedione), [BH4-].[Na+] (sodium borohydride). Run in C1CCOC1 (THF), O (water), CO (methanol). Run at time 2.5 hour. The product is COC=1C=C(C=C(C1OC)[N+](=O)[O-])C(CCC(O)C1=CC(=C(C(=C1)OC)OC)OC)O (1-(3,4-Dimethoxy-5-nitrophenyl)-4-(3,4,5 -trimethoxyphenyl)-1,4-butanediol). Yield: 98.1%. RXN SMILES: [CH3:1][O:2][C:3]1[CH:4]=[C:5]([C:14](=[O:31])[CH2:15][CH2:16][C:17]([C:19]2[CH:24]=[C:23]([O:25][CH3:26])[C:22]([O:27][CH3:28])=[C:21]([O:29][CH3:30])[CH:20]=2)=[O:18])[CH:6]=[C:7]([N+:11]([O-:13])=[O:12])[C:8]=1[O:9][CH3:10].[BH4-].[Na+]>C1COCC1.CO.O>[CH3:1][O:2][C:3]1[CH:4]=[C:5]([CH:14]([OH:31])[CH2:15][CH2:16][CH:17]([C:19]2[CH:24]=[C:23]([O:25][CH3:26])[C:22]([O:27][CH3:28])=[C:21]([O:29][CH3:30])[CH:20]=2)[OH:18])[CH:6]=[C:7]([N+:11]([O-:13])=[O:12])[C:8]=1[O:9][CH3:10] |f:1.2|. Procedure details: 1-(3,4-Dimethoxy-5-nitrophenyl)-4-(3,4,5-trimethoxyphenyl)-1,4-butanedione (4.65 g, 10.74 mmole) was dissolved in 40 mL THF and the solution was diluted with 75 mL of methanol. To this solution sodium borohydride (0.73 g, 19.33 mmole) in 20 mL of water was added dropwise. The solution was stirred at room temperature for 2.5 hours, and the reaction mixture cooled, quenched with water, and the aqueous layer extracted with dichloromethane. The organic layer was dried over MgSO4, filtered and evapor...